Dataset: the Open Reaction Database (ORD), a public repository of structured organic reaction records. Task: describe an organic reaction: reactants, conditions, products, and yield The reactants are CN(C)C=O, FC(F)=C(F)F, COc1ncc(O)cc1F, [K+], [OH-], O. Product: COc1ncc(OC(F)(F)C(F)F)cc1F. Reaction SMILES: [CH3:13][N:14]([CH3:15])[CH:16]=[O:17].[F:18][C:19](=[C:20]([F:21])[F:22])[F:23].[F:1][c:2]1[c:3]([O:9][CH3:10])[n:4][cH:5][c:6]([OH:8])[cH:7]1.[K+:12].[OH-:11].[OH2:24]>>[F:1][c:2]1[c:3]([O:9][CH3:10])[n:4][cH:5][c:6]([O:8][C:20]([CH:19]([F:18])[F:23])([F:21])[F:22])[cH:7]1. Starting materials: COC(=O)O[C@H]1C[C@@H](CC2=CC=C3[C@@H]4CC[C@H](C(C)C=O)[C@]4(CC[C@@H]3[C@@]12C)C)OC(=O)OC (1α,3β-bis(methoxycarbonyloxy)pregna-5,7-diene-20-carbaldehyde), [BH4-].[Na+] (sodium borohydride), Cl (hydrochloric acid). The solvent is C(C)O (ethanol), O (water). Conditions: time 30 minute. The product is C(C[C@H]1CC[C@H]2C3=CC=C4CCCC[C@]4(C)[C@H]3CC[C@]12C)O (pregna-5,7-dien-21-ol). Reaction SMILES: COC(O[C@@H:6]1[C@@:26]2([CH3:27])[C:10](=[CH:11][CH:12]=[C:13]3[C@@H:25]2[CH2:24][CH2:23][C@@:22]2([CH3:28])[C@H:14]3[CH2:15][CH2:16][C@@H:17]2[CH:18]([CH:20]=[O:21])C)[CH2:9][C@@H:8](OC(OC)=O)[CH2:7]1)=O.[BH4-].[Na+].Cl>C(O)C.O>[CH2:20]([OH:21])[CH2:18][C@@H:17]1[C@:22]2([CH3:28])[C@H:14]([C:13]3[C@H:25]([CH2:24][CH2:23]2)[C@:26]2([CH3:27])[C:10]([CH2:9][CH2:8][CH2:7][CH2:6]2)=[CH:11][CH:12]=3)[CH2:15][CH2:16]1 |f:1.2|. Procedure details: In 2 ml of ethanol was dissolved 100 mg of 1α,3β-bis(methoxycarbonyloxy)pregna-5,7-diene-20-carbaldehyde . Then, under ice-cooling, 20 mg of sodium borohydride was added and the reaction mixture was stirred for 30 minutes. The reaction mixture was neutralized with diluted hydrochloric acid under ice-cooling and, after diluted with water, extracted with diethyl ether. The extract was serially washed with aqueous sodium hydrogen carbonate solution and aqueous sodium chloride solution, dried over s... Reactants: OC1N(CCCC1)CCC(C)=O (4-(hydroxypiperidino)butan-2-one), C(=O)(C(=O)O)O (oxalic acid anhydrous), C(C)O (ethyl alcohol), C(C)O (ethyl alcohol). Run at time 5 minute. Product: OC1CCN(CC1)CC(C(C)=O)=C (3-[(4-Hydroxypiperidino)methyl]-3-buten-2-one). RXN SMILES: O[CH:2]1[CH2:7]CC[CH2:4][N:3]1[CH2:8][CH2:9][C:10](=[O:12])[CH3:11].[C:13](O)(C(O)=O)=O.[CH2:19]([OH:21])[CH3:20]>>[OH:21][CH:19]1[CH2:7][CH2:2][N:3]([CH2:8][C:9](=[CH2:13])[C:10](=[O:12])[CH3:11])[CH2:4][CH2:20]1. Procedure details: 3-[(4-Hydroxypiperidino)methyl]-4-(4-(hydroxypiperidino)butan-2-one (1 g.) was dissolved in 8 ml. of ethyl alcohol and added to a cooled solution of oxalic acid anhydrous (0.9 g.) in 5 ml. of ethyl alcohol. After standing at 0° C. for five minutes, the resultant precipitate was filtered. The filtrate was stripped of solvent under reduced pressure and the residual oil taken up in a small volume of water, saturated with potassium carbonate and then extracted with ether. The ether solution was drie... The reactants are ClC1=NC=CC2=CC=CC=C12 (1-chloroisoquinoline), O (water), [H-].[Na+] (sodium hydride), COC(CO)OC (2-hydroxyacetaldehyde dimethyl acetal). Run in CN(C)C=O (DMF), CN(C)C=O (DMF). Conditions: time 0.5 hour. Product: COC(C)(OC1=NC=CC2=CC=CC=C12)OC (1-isoquinolinyloxyacetaldehyde dimethyl acetal). Isolated yield 64.0%. As a reaction SMILES: [H-].[Na+].[CH3:3][O:4][CH:5]([O:8][CH3:9])[CH2:6]O.Cl[C:11]1[C:20]2[C:15](=[CH:16][CH:17]=[CH:18][CH:19]=2)[CH:14]=[CH:13][N:12]=1.[OH2:21]>CN(C=O)C>[CH3:9][O:8][C:5]([O:4][CH3:3])([O:21][C:11]1[C:20]2[C:15](=[CH:16][CH:17]=[CH:18][CH:19]=2)[CH:14]=[CH:13][N:12]=1)[CH3:6] |f:0.1|. Procedure: To a stirred suspension of sodium hydride (60% oil dispersion, 1.2 g, 30 mmol) in DMF (6 mL) was added dropwise 2-hydroxyacetaldehyde dimethyl acetal (3.2 g, 30 mmol). The resulting mixture was left to stir for 0.5 h, then a solution of 1-chloroisoquinoline (1.6 g, 10 mmol) in DMF (2 mL) was added and the mixture was stirred at 80° C. for 24 h. The mixture was then poured into water (150 mL) and extracted with ether (2×150 mL). The combined organic extracts were dried over sodium sulfate and eva... Reactants: COc1ccc(C(C)C(=O)O)cc1[N+](=O)[O-], COC(=O)c1c(N)cc(Br)cc1Br, CCCCCC, CCOC(C)=O, O=S(Cl)Cl. Product: COC(=O)c1c(Br)cc(Br)cc1NC(=O)C(C)c1ccc(OC)c([N+](=O)[O-])c1. Reaction SMILES: [CH3:1][O:2][c:3]1[c:4]([N+:14](=[O:15])[O-:16])[cH:5][c:6]([CH:9]([C:10](=[O:11])[OH:12])[CH3:13])[cH:7][cH:8]1.[CH3:21][O:22][C:23]([c:24]1[c:25]([NH2:32])[cH:26][c:27]([Br:31])[cH:28][c:29]1[Br:30])=[O:33].[CH3:34][CH2:35][CH2:36][CH2:37][CH2:38][CH3:39].[CH3:40][CH2:41][O:42][C:43]([CH3:44])=[O:45].[S:17]([Cl:18])([Cl:19])=[O:20]>>[CH3:1][O:2][c:3]1[c:4]([N+:14](=[O:15])[O-:16])[cH:5][c:6]([CH:9]([C:10](=[O:12])[NH:32][c:25]2[c:24]([C:23]([O:22][CH3:21])=[O:33])[c:29]([Br:30])[cH:28][c:27]([Br:31])[cH:26]2)[CH3:13])[cH:7][cH:8]1. The reactants are BrC=1C=C2C(=NNC(C2=CC1)=O)Cl (6-bromo-4-chloro-2H-phthalazin-1-one), ClC1=C(CN)C=C(C=C1)C(F)(F)F (2-chloro-5-trifluoromethyl-benzylamine), C=1C=CC(=CC1)P(C=2C=CC=CC2)C3=CC=C4C=CC=CC4=C3C5=C6C=CC=CC6=CC=C5P(C=7C=CC=CC7)C=8C=CC=CC8 (rac-BINAP), CC(C)(C)[O-].[Na+] (NaOt-Bu). The reagents and catalysts are C=1C=CC(=CC1)/C=C/C(=O)/C=C/C2=CC=CC=C2.C=1C=CC(=CC1)/C=C/C(=O)/C=C/C2=CC=CC=C2.C=1C=CC(=CC1)/C=C/C(=O)/C=C/C2=CC=CC=C2.[Pd].[Pd] (Pd2(dba)3). Solvent: CC(=O)N(C)C (DMA), CCOC(=O)C (EtOAc). Yields the product ClC1=NNC(C2=CC=C(C=C12)NCC1=C(C=CC(=C1)C(F)(F)F)Cl)=O (4-Chloro-6-(2-chloro-5-trifluoromethyl-benzylamino)-2H-phthalazin-1-one). RXN SMILES: Br[C:2]1[CH:3]=[C:4]2[C:9](=[CH:10][CH:11]=1)[C:8](=[O:12])[NH:7][N:6]=[C:5]2[Cl:13].[Cl:14][C:15]1[CH:22]=[CH:21][C:20]([C:23]([F:26])([F:25])[F:24])=[CH:19][C:16]=1[CH2:17][NH2:18].C1C=CC(P(C2C(C3C(P(C4C=CC=CC=4)C4C=CC=CC=4)=CC=C4C=3C=CC=C4)=C3C(C=CC=C3)=CC=2)C2C=CC=CC=2)=CC=1.CC([O-])(C)C.[Na+]>CC(N(C)C)=O.CCOC(C)=O.C1C=CC(/C=C/C(/C=C/C2C=CC=CC=2)=O)=CC=1.C1C=CC(/C=C/C(/C=C/C2C=CC=CC=2)=O)=CC=1.C1C=CC(/C=C/C(/C=C/C2C=CC=CC=2)=O)=CC=1.[Pd].[Pd]>[Cl:13][C:5]1[C:4]2[C:9](=[CH:10][CH:11]=[C:2]([NH:18][CH2:17][C:16]3[CH:19]=[C:20]([C:23]([F:24])([F:25])[F:26])[CH:21]=[CH:22][C:15]=3[Cl:14])[CH:3]=2)[C:8](=[O:12])[NH:7][N:6]=1 |f:3.4,7.8.9.10.11|. Reported procedure: A mixture 6-bromo-4-chloro-2H-phthalazin-1-one (150 mg, 0.58 mmol), 2-chloro-5-trifluoromethyl-benzylamine (135 mg, 0.64 mmol), Pd2(dba)3 (53 mg, 0.058 mmol), rac-BINAP (132 mg, 0.17 mmol) and NaOt-Bu (140 mg, 1.45 mmol) in DMA (6 mL) was heated at 80° C. for 1 h. The mixture was allowed to cool, diluted with EtOAc (25 mL) and washed with water (25 mL). The organic layer was dried over anhydrous sodium sulfate and concentrated. Chromatography on silica (EtOAc/hexanes) yielded the title compound.... The reactants are O=c1[nH]c(=O)n(C2CC(O)C(CO)O2)cc1COCc1ccccc1, CCO. The product is Cc1cn(C2CC(O)C(CO)O2)c(=O)[nH]c1=O. Reaction SMILES: [CH2:1]([O:2][CH2:9][c:10]1[c:11](=[O:25])[nH:12][c:13](=[O:24])[n:14]([CH:15]2[CH2:16][CH:17]([OH:18])[CH:19]([CH2:20][OH:21])[O:22]2)[cH:23]1)[c:3]1[cH:4][cH:5][cH:6][cH:7][cH:8]1.[CH3:26][CH2:27][OH:28]>>[CH3:9][c:10]1[c:11](=[O:25])[nH:12][c:13](=[O:24])[n:14]([CH:15]2[CH2:16][CH:17]([OH:18])[CH:19]([CH2:20][OH:21])[O:22]2)[cH:23]1. The reactants are COc1ccc(N2CCOCC2)c2sc(NC(=O)c3ccnc(Br)c3)nc12, O=C([O-])[O-], CN(C)CCN, [Cs+], [Cs+]. The product is COc1ccc(N2CCOCC2)c2sc(NC(=O)c3ccnc(NCCN(C)C)c3)nc12. As a reaction SMILES: [Br:1][c:2]1[cH:3][c:4]([C:5](=[O:6])[NH:7][c:8]2[s:9][c:10]3[c:11]([n:12]2)[c:13]([O:23][CH3:24])[cH:14][cH:15][c:16]3[N:17]2[CH2:18][CH2:19][O:20][CH2:21][CH2:22]2)[cH:25][cH:26][n:27]1.[C:28](=[O:29])([O-:30])[O-:31].[CH3:34][N:35]([CH2:36][CH2:37][NH2:38])[CH3:39].[Cs+:32].[Cs+:33]>>[c:2]1([NH:38][CH2:37][CH2:36][N:35]([CH3:34])[CH3:39])[cH:3][c:4]([C:5](=[O:6])[NH:7][c:8]2[s:9][c:10]3[c:11]([n:12]2)[c:13]([O:23][CH3:24])[cH:14][cH:15][c:16]3[N:17]2[CH2:18][CH2:19][O:20][CH2:21][CH2:22]2)[cH:25][cH:26][n:27]1. Reactants: C1(=CC=CC=C1)P(=O)(C1=CC=CC=C1)N=[N+]=[N-] (Diphenylphosphoryl azide), N12CCCCCC2=NCCC1 (1,8-diazabicyclo[5.4.0]undec-7-ene), ClC1=CC=C2C=CC=C(C2=C1)CO ((7-Chloro-naphthalen-1-yl)-methanol). Run in C1(=CC=CC=C1)C (toluene). Reaction conditions: time 1 hour. The product is N(=[N+]=[N-])CC1=CC=CC2=CC=C(C=C12)Cl (1-Azidomethyl-7-chloro-naphthalene). Reaction SMILES: C1(P([N:15]=[N+:16]=[N-:17])(C2C=CC=CC=2)=O)C=CC=CC=1.N12CCCN=C1CCCCC2.[Cl:29][C:30]1[CH:39]=[C:38]2[C:33]([CH:34]=[CH:35][CH:36]=[C:37]2[CH2:40]O)=[CH:32][CH:31]=1>C1(C)C=CC=CC=1>[N:15]([CH2:40][C:37]1[C:38]2[C:33](=[CH:32][CH:31]=[C:30]([Cl:29])[CH:39]=2)[CH:34]=[CH:35][CH:36]=1)=[N+:16]=[N-:17]. Reported procedure: 1.52 ml of Diphenylphosphoryl azide and 1.10 ml of 1,8-diazabicyclo[5.4.0]undec-7-ene are added to 1.3 g of (7-Chloro-naphthalen-1-yl)-methanol in 18 ml of toluene. The mixture obtained is stirred at rt for 1 hour, washed with brine, the organic phase is dried and solvent is evaporated. The residue obtained is purified by flash chromatography on silica gel (eluent: cyclohexane/EtOAc 99/1) to yield the title compound. Starting materials: C(C)(C)(C)N1CC(OC2(C1)CCN(CC2)C(=O)OC(C)(C)C)C=C (tert-butyl 4-tert-butyl-2-vinyl-1-oxa-4,9-diazaspiro[5.5]undecane-9-carboxylate), C(=O)[O-].[NH4+] (ammonium formate). Reagents/catalysts: [OH-].[OH-].[Pd+2] (Pd(OH)2). Run in CO (methanol). Run at temperature 55 celsius. The product is C(C)(C)(C)N1CC2(CCN(CC2)C(=O)OC(C)(C)C)OC(C1)CC (tert-butyl 8-tert-butyl-10-ethyl-11-oxa-3,8-diazaspiro[5.5]undecane-3-carboxylate). Yield: 96.3%. Reaction SMILES: [C:1]([N:5]1[CH2:10][C:9]2([CH2:15][CH2:14][N:13]([C:16]([O:18][C:19]([CH3:22])([CH3:21])[CH3:20])=[O:17])[CH2:12][CH2:11]2)[O:8][CH:7]([CH:23]=[CH2:24])[CH2:6]1)([CH3:4])([CH3:3])[CH3:2].C([O-])=O.[NH4+]>CO.[OH-].[OH-].[Pd+2]>[C:1]([N:5]1[CH2:6][CH:7]([CH2:23][CH3:24])[O:8][C:9]2([CH2:15][CH2:14][N:13]([C:16]([O:18][C:19]([CH3:21])([CH3:20])[CH3:22])=[O:17])[CH2:12][CH2:11]2)[CH2:10]1)([CH3:4])([CH3:2])[CH3:3] |f:1.2,4.5.6|. Procedure: To a solution of tert-butyl 4-tert-butyl-2-vinyl-1-oxa-4,9-diazaspiro[5.5]undecane-9-carboxylate (550 mg, 1.62 mmol) in methanol (10 mL) was added Pd(OH)2 (447 mg, 3.18 mmol) and ammonium formate (2.19 g, 34.7 mmol) and the reaction mixture heated at 55° C. for 20 min. The reaction mixture was filtered, concentrated to −10 mL and then diluted with dichloromethane and 1:1 saturated NaHCO3 solution/1M NaOH. The dichloromethane layer was separated and the aqueous layer extracted with dichloromethan...